From a dataset of the Open Reaction Database (ORD), a public repository of structured organic reaction records. describe an organic reaction: reactants, conditions, products, and yield RXN SMILES: [OH:1][C:2]1[CH:7]=[CH:6][CH:5]=[C:4]([CH2:8][CH2:9][CH2:10][C:11]([O:13][CH2:14][C:15]2[CH:20]=[CH:19][CH:18]=[CH:17][CH:16]=2)=[O:12])[CH:3]=1.[CH2:21](Br)[C:22]1[CH:27]=[CH:26][CH:25]=[CH:24][CH:23]=1.C(=O)(O)[O-].[K+]>CN(C)C=O>[CH2:21]([O:1][C:2]1[CH:7]=[CH:6][CH:5]=[C:4]([CH2:8][CH2:9][CH2:10][C:11]([O:13][CH2:14][C:15]2[CH:16]=[CH:17][CH:18]=[CH:19][CH:20]=2)=[O:12])[CH:3]=1)[C:22]1[CH:27]=[CH:26][CH:25]=[CH:24][CH:23]=1 |f:2.3|. Yields the product C(C1=CC=CC=C1)OC1=CC(=CC=C1)CCCC(=O)OCC1=CC=CC=C1 (1-Benzyloxy-3-(3-benzyloxycarbonylpropyl)benzene). Run in CN(C=O)C (dimethylformamide). Reaction conditions: time 3 hour. Reactants: OC1=CC(=CC=C1)CCCC(=O)OCC1=CC=CC=C1 (1-hydroxy-3-(3-benzyloxycarbonylpropyl)benzene), C(C1=CC=CC=C1)Br (benzylbromide), C([O-])(O)=O.[K+] (potassium bicabonate). Procedure details: A mixture of 1-hydroxy-3-(3-benzyloxycarbonylpropyl)benzene (2.0 g), benzylbromide (1.14 ml), potassium bicabonate (1.53 g) and dimethylformamide (20 ml) was stirred for 3 h at room temperature. The mixture was quenched by addition of water and extracted with a mixture of n-hexane:ethyl acetate (3:1). The extract was washed with water and a saturated aqueous solution of sodium chloride, successively, dried over anhydrous magnesium sulfate, and evaporated. The residue was purified by silica gel c...